From a dataset of the Open Reaction Database (ORD), a public repository of structured organic reaction records. describe an organic reaction: reactants, conditions, products, and yield As a reaction SMILES: [CH3:1][C:2]([O:11][C:12]1[CH:17]=[CH:16][C:15]([CH2:18][CH2:19][C:20](=[O:36])[C:21]2[S:22][C:23]([C:26]3[CH:31]=[CH:30][C:29]([C:32]([F:35])([F:34])[F:33])=[CH:28][CH:27]=3)=[CH:24][CH:25]=2)=[CH:14][CH:13]=1)([CH3:10])[C:3]([O:5]C(C)(C)C)=[O:4].FC(F)(F)C(O)=O>>[O:36]=[C:20]([C:21]1[S:22][C:23]([C:26]2[CH:27]=[CH:28][C:29]([C:32]([F:35])([F:33])[F:34])=[CH:30][CH:31]=2)=[CH:24][CH:25]=1)[CH2:19][CH2:18][C:15]1[CH:16]=[CH:17][C:12]([O:11][C:2]([CH3:10])([CH3:1])[C:3]([OH:5])=[O:4])=[CH:13][CH:14]=1. Yields the product O=C(CCC1=CC=C(OC(C(=O)O)(C)C)C=C1)C=1SC(=CC1)C1=CC=C(C=C1)C(F)(F)F (2-(4-(3-Oxo-3-(5-(4-(trifluoromethyl)phenyl)thien-2-yl)propyl)phenoxy)-2-methylpropanoic acid). Reactants: CC(C(=O)OC(C)(C)C)(C)OC1=CC=C(C=C1)CCC(C=1SC(=CC1)C1=CC=C(C=C1)C(F)(F)F)=O (tert-butyl 2-methyl-2-(4-(3-oxo-3-(5-(4-(trifluoromethyl)phenyl)thien-2-yl)propyl)phenoxy)propanoate), FC(C(=O)O)(F)F (trifluoroacetic acid). Reported procedure: 2-(4-(3-Oxo-3-(5-(4-(trifluoromethyl)phenyl)thien-2-yl)propyl)phenoxy)-2-methylpropanoic acid is prepared from tert-butyl 2-methyl-2-(4-(3-oxo-3-(5-(4-(trifluoromethyl)phenyl)thien-2-yl)propyl)phenoxy)propanoate according to general procedure E using 10 equivalents of trifluoroacetic acid. The reactants are CC(C)(C)OC(=O)NCCC(=O)ON1C(=O)CCC1=O, CCN(C(C)C)C(C)C, ClCCl, Nc1cnn2c1NCCC2, O=S(=O)(O)O. Yields the product CC(C)(C)OC(=O)NCCC(=O)Nc1cnn2c1NCCC2. Reaction SMILES: [C:25]([CH3:26])([CH3:27])([CH3:28])[O:29][C:30](=[O:31])[NH:32][CH2:33][CH2:34][C:35](=[O:36])[O:37][N:38]1[C:39](=[O:40])[CH2:41][CH2:42][C:43]1=[O:44].[CH2:16]([N:17]([CH:18]([CH3:19])[CH3:20])[CH:21]([CH3:22])[CH3:23])[CH3:24].[CH2:45]([Cl:46])[Cl:47].[NH2:6][c:7]1[cH:8][n:9][n:10]2[c:11]1[NH:12][CH2:13][CH2:14][CH2:15]2.[S:1](=[O:2])(=[O:3])([OH:4])[OH:5]>>[NH:6]([c:7]1[cH:8][n:9][n:10]2[c:11]1[NH:12][CH2:13][CH2:14][CH2:15]2)[C:35]([CH2:34][CH2:33][NH:32][C:30]([O:29][C:25]([CH3:26])([CH3:27])[CH3:28])=[O:31])=[O:36]. The reactants are O=C([O-])[O-], CCc1nc(C[P+](c2ccccc2)(c2ccccc2)c2ccccc2)cs1, COc1cc(COc2nn(-c3ccccc3)cc2C=O)ccc1OCc1csc(N2CCCCC2)n1, CN(C)C=O, [Cl-], [K+], [K+], O. Product: CCc1nc(C=Cc2cn(-c3ccccc3)nc2OCc2ccc(OCc3csc(N4CCCCC4)n3)c(OC)c2)cs1. As a reaction SMILES: [C:65](=[O:66])([O-:67])[O-:68].[CH2:38]([CH3:39])[c:40]1[s:41][cH:42][c:43]([CH2:45][P+:46]([c:47]2[cH:48][cH:49][cH:50][cH:51][cH:52]2)([c:53]2[cH:54][cH:55][cH:56][cH:57][cH:58]2)[c:59]2[cH:60][cH:61][cH:62][cH:63][cH:64]2)[n:44]1.[CH3:1][O:2][c:3]1[cH:4][c:5]([CH2:6][O:7][c:8]2[n:9][n:10](-[c:15]3[cH:16][cH:17][cH:18][cH:19][cH:20]3)[cH:11][c:12]2[CH:13]=[O:14])[cH:21][cH:22][c:23]1[O:24][CH2:25][c:26]1[n:27][c:28]([N:31]2[CH2:32][CH2:33][CH2:34][CH2:35][CH2:36]2)[s:29][cH:30]1.[CH3:71][N:72]([CH3:73])[CH:74]=[O:75].[Cl-:37].[K+:69].[K+:70].[OH2:76]>>[CH3:1][O:2][c:3]1[cH:4][c:5]([CH2:6][O:7][c:8]2[n:9][n:10](-[c:15]3[cH:16][cH:17][cH:18][cH:19][cH:20]3)[cH:11][c:12]2[CH:13]=[CH:45][c:43]2[cH:42][s:41][c:40]([CH2:38][CH3:39])[n:44]2)[cH:21][cH:22][c:23]1[O:24][CH2:25][c:26]1[n:27][c:28]([N:31]2[CH2:32][CH2:33][CH2:34][CH2:35][CH2:36]2)[s:29][cH:30]1. Reactants: resultant mixture, ice water, O=C1[C@@H](CN(C2=C(N1)C=CC=C2)C2CCCCC2)NC(=O)NC2=CC(=CC=C2)CC(=O)OC(C)(C)C ((R)-(−)-1-(2-oxo-5-cyclohexyl-1,3,4,5-tetrahydro-2H-1,5-benzodiazepin-3-yl)-3-(3-tert-butoxycarbonylmethylphenyl)urea), [H-].[Na+] (sodium hydride), BrCC(=O)C(C)(C)C (Bromomethyl tert-butylketone). Solvent: CN(C=O)C (N,N-dimethylformamide). Conditions: time 1 hour. The product is C(C)(C)(C)C(=O)CN1C([C@@H](CN(C2=C1C=CC=C2)C2CCCCC2)NC(=O)NC2=CC(=CC=C2)CC(=O)OC(C)(C)C)=O ((R)-(−)-1-(1-tert-butylcarbonylmethyl-2-oxo-5-cyclohexyl-1,3,4,5-tetrahydro-2H-1,5-benzodiazepin-3-yl)-3-(3-tert-butoxycarbonylmethylphenyl)urea). The yield is 85.8%. RXN SMILES: [O:1]=[C:2]1[NH:8][C:7]2[CH:9]=[CH:10][CH:11]=[CH:12][C:6]=2[N:5]([CH:13]2[CH2:18][CH2:17][CH2:16][CH2:15][CH2:14]2)[CH2:4][C@H:3]1[NH:19][C:20]([NH:22][C:23]1[CH:28]=[CH:27][CH:26]=[C:25]([CH2:29][C:30]([O:32][C:33]([CH3:36])([CH3:35])[CH3:34])=[O:31])[CH:24]=1)=[O:21].[H-].[Na+].Br[CH2:40][C:41]([C:43]([CH3:46])([CH3:45])[CH3:44])=[O:42]>CN(C)C=O>[C:43]([C:41]([CH2:40][N:8]1[C:7]2[CH:9]=[CH:10][CH:11]=[CH:12][C:6]=2[N:5]([CH:13]2[CH2:18][CH2:17][CH2:16][CH2:15][CH2:14]2)[CH2:4][C@@H:3]([NH:19][C:20]([NH:22][C:23]2[CH:28]=[CH:27][CH:26]=[C:25]([CH2:29][C:30]([O:32][C:33]([CH3:36])([CH3:35])[CH3:34])=[O:31])[CH:24]=2)=[O:21])[C:2]1=[O:1])=[O:42])([CH3:46])([CH3:45])[CH3:44] |f:1.2|. Procedure details: (R)-(−)-1-(2-oxo-5-cyclohexyl-1,3,4,5-tetrahydro-2H-1,5-benzodiazepin-3-yl)-3-(3-tert-butoxycarbonylmethylphenyl)urea (4.93 g) was added to a suspension of 60% sodium hydride (440 mg) in anhydrous N,N-dimethylformamide (50 ml) under ice-cooling, the mixture was stirred for one hour. Bromomethyl tert-butylketone (1.97 g) was added thereto, the resultant mixture was stirred at room temperature for one hour, the reaction mixture was poured into ice-water, extracted with ethyl acetate, and the organ...